From a dataset of the Open Reaction Database (ORD), a public repository of structured organic reaction records. describe an organic reaction: reactants, conditions, products, and yield The reactants are BrC=1C=C(C=C(C1)F)[C@@H](C(C)(C)F)C1CN(C1)[C@H](C=1C=C(C(=O)O)C=CC1)C1=CC=C(C=C1)Cl (3-[(S)-{3-[(1S)-1-(3-bromo-5-fluorophenyl)-2-fluoro-2-methylpropyl]azetidin-1-yl}(4-chlorophenyl)methyl]benzoic acid), CCO (EtOH), Cl (HCl). Solvent: O1CCOCC1 (dioxane). The product is BrC=1C=C(C=C(C1)F)[C@@H](C(C)(C)F)C1CN(C1)[C@H](C=1C=C(C(=O)OCC)C=CC1)C1=CC=C(C=C1)Cl (Ethyl 3-[(S)-{3-[(1S)-1-(3-bromo-5-fluorophenyl)-2-fluoro-2-methylpropyl]azetidin-1-yl}(4-chlorophenyl)methyl]benzoate). Reaction SMILES: [Br:1][C:2]1[CH:3]=[C:4]([C@H:9]([CH:14]2[CH2:17][N:16]([C@@H:18]([C:28]3[CH:33]=[CH:32][C:31]([Cl:34])=[CH:30][CH:29]=3)[C:19]3[CH:20]=[C:21]([CH:25]=[CH:26][CH:27]=3)[C:22]([OH:24])=[O:23])[CH2:15]2)[C:10]([F:13])([CH3:12])[CH3:11])[CH:5]=[C:6]([F:8])[CH:7]=1.Cl.[CH3:36][CH2:37]O>O1CCOCC1>[Br:1][C:2]1[CH:3]=[C:4]([C@H:9]([CH:14]2[CH2:17][N:16]([C@@H:18]([C:28]3[CH:29]=[CH:30][C:31]([Cl:34])=[CH:32][CH:33]=3)[C:19]3[CH:20]=[C:21]([CH:25]=[CH:26][CH:27]=3)[C:22]([O:24][CH2:36][CH3:37])=[O:23])[CH2:15]2)[C:10]([F:13])([CH3:11])[CH3:12])[CH:5]=[C:6]([F:8])[CH:7]=1. Procedure details: To a mixture of 5.72 g (10.4 mmol) of 3-[(S)-{3-[(1S)-1-(3-bromo-5-fluorophenyl)-2-fluoro-2-methylpropyl]azetidin-1-yl}(4-chlorophenyl)methyl]benzoic acid in 230 mL of EtOH, was added a solution of 25 mL of 4N HCl in dioxane. After 7.5 h at reflux, the solution was cooled and concentrated to remove solvents. To the residue were added 150 mL of CH2Cl2 and 30 mL of H2O and the pH was adjusted to 7-8 with aq NaHCO3. The aqueous layer was extracted with three 100 mL portions of CH2Cl2 and the combin... Reactants: BrCCCCCCCCCCCCO (12-bromododecan-1-ol), C1(CC1)C(=O)Cl (cyclopropane carboxylic acid chloride). The product is BrCCCCCCCCCCCCOC(=O)C1CC1 (cyclopropane carboxylic acid 12-bromododecyl ester). RXN SMILES: [Br:1][CH2:2][CH2:3][CH2:4][CH2:5][CH2:6][CH2:7][CH2:8][CH2:9][CH2:10][CH2:11][CH2:12][CH2:13][OH:14].[CH:15]1([C:18](Cl)=[O:19])[CH2:17][CH2:16]1>>[Br:1][CH2:2][CH2:3][CH2:4][CH2:5][CH2:6][CH2:7][CH2:8][CH2:9][CH2:10][CH2:11][CH2:12][CH2:13][O:14][C:18]([CH:15]1[CH2:17][CH2:16]1)=[O:19]. Procedure details: In an analogous manner to that described in Example 2, from 12-bromododecan-1-ol and cyclopropane carboxylic acid chloride there is obtained cyclopropane carboxylic acid 12-bromododecyl ester of melting point 29°-31° C. Reported procedure: Under an argon atmosphere, a solution of benzyl 2-(adamantan-2-ylidene)hydrazinecarboxylate (1.60 g, 5.40 mmol) in tetrahydrofuran (54 mL) was added with sodium cyanoborohydride (370 mg, 5.90 mmol) at room temperature, to which a solution of p-toluenesulfonic acid monohydrate (190 mg, 1.00 mmol) in tetrahydrofuran (10 mL) was dropped. The resultant was stirred at the same temperature for 5 hours. The reaction solution was added with a saturated aqueous solution of sodium hydrogen carbonate and e... Reaction conditions: time 5 hour. Yield: 94.9%. Yields the product C12C(C3CC(CC(C1)C3)C2)NNC(=O)OCC2=CC=CC=C2 (benzyl 2-(adamantan-2-yl)hydrazinecarboxylate). Starting materials: C(O)([O-])=O.[Na+] (sodium hydrogen carbonate), C12C(C3CC(CC(C1)C3)C2)=NNC(=O)OCC2=CC=CC=C2 (benzyl 2-(adamantan-2-ylidene)hydrazinecarboxylate), C(#N)[BH3-].[Na+] (sodium cyanoborohydride), O.C1(=CC=C(C=C1)S(=O)(=O)O)C (p-toluenesulfonic acid monohydrate). Reaction SMILES: [CH:1]12[CH2:10][CH:5]3[CH2:6][CH:7]([CH2:9][CH:3]([CH2:4]3)[C:2]1=[N:11][NH:12][C:13]([O:15][CH2:16][C:17]1[CH:22]=[CH:21][CH:20]=[CH:19][CH:18]=1)=[O:14])[CH2:8]2.C([BH3-])#N.[Na+].O.C1(C)C=CC(S(O)(=O)=O)=CC=1.C(=O)([O-])O.[Na+]>O1CCCC1>[CH:1]12[CH2:10][CH:5]3[CH2:6][CH:7]([CH2:9][CH:3]([CH2:4]3)[CH:2]1[NH:11][NH:12][C:13]([O:15][CH2:16][C:17]1[CH:18]=[CH:19][CH:20]=[CH:21][CH:22]=1)=[O:14])[CH2:8]2 |f:1.2,3.4,5.6|. The solvent is O1CCCC1 (tetrahydrofuran), O1CCCC1 (tetrahydrofuran). The reactants are CC(C)=O, COCCc1ccc(F)c(F)c1. Product: O=CCc1ccc(F)c(F)c1. RXN SMILES: [CH3:13][C:14](=[O:15])[CH3:16].[CH3:1][O:2][CH2:3][CH2:4][c:5]1[cH:6][c:7]([F:12])[c:8]([F:11])[cH:9][cH:10]1>>[O:2]=[CH:3][CH2:4][c:5]1[cH:6][c:7]([F:12])[c:8]([F:11])[cH:9][cH:10]1. Reactants: C1CCOC1, C[Si](C)(C)[N-][Si](C)(C)C, CO, NC(=O)c1ccc(Cl)nc1Cl, ClCCl, [Li+], CN(c1cc(N)ccc1C(=O)N1CCOCC1)S(C)(=O)=O. Yields the product CN(c1cc(Nc2nc(Cl)ccc2C(N)=O)ccc1C(=O)N1CCOCC1)S(C)(=O)=O. As a reaction SMILES: [CH2:45]1[O:46][CH2:47][CH2:48][CH2:49]1.[CH3:2][Si:3]([N-:4][Si:5]([CH3:6])([CH3:7])[CH3:8])([CH3:9])[CH3:10].[CH3:43][OH:44].[Cl:11][c:12]1[c:13]([C:14](=[O:15])[NH2:16])[cH:17][cH:18][c:19]([Cl:21])[n:20]1.[Cl:50][CH2:51][Cl:52].[Li+:1].[NH2:22][c:23]1[cH:24][cH:25][c:26]([C:35](=[O:36])[N:37]2[CH2:38][CH2:39][O:40][CH2:41][CH2:42]2)[c:27]([N:29]([S:30](=[O:31])(=[O:32])[CH3:33])[CH3:34])[cH:28]1>>[c:12]1([NH:22][c:23]2[cH:24][cH:25][c:26]([C:35](=[O:36])[N:37]3[CH2:38][CH2:39][O:40][CH2:41][CH2:42]3)[c:27]([N:29]([S:30](=[O:31])(=[O:32])[CH3:33])[CH3:34])[cH:28]2)[c:13]([C:14](=[O:15])[NH2:16])[cH:17][cH:18][c:19]([Cl:21])[n:20]1. Reactants: NC1=NC=CC(=C1)CSC1=NC=CC=C1C(=O)NC1=CC(=CC(=C1)C)C (2-(2-aminopyridin-4-ylmethylthio)-N-(3,5-dimethylphenyl)pyridine-3-carboxamide), ice water, [H-].[Na+] (sodium hydride), C(C)(C)(C)OC(CBr)=O (Bromoacetic acid tert-butyl ester). Solvent: CN(C=O)C (N,N-dimethylformamide), CN(C=O)C (N,N-dimethylformamide). Run at time 5 minute. Yields the product NC1=NC=CC(=C1)CSC1=NC=CC=C1C(=O)N(C1=CC(=CC(=C1)C)C)CC(=O)OC(C)(C)C (2-(2-Aminopyridin-4-ylmethylthio)-N-(tert-butoxycarbonylmethyl)-N-(3,5-dimethylphenyl)pyridine-3-carboxamide). Isolated yield 69.0%. As a reaction SMILES: [NH2:1][C:2]1[CH:7]=[C:6]([CH2:8][S:9][C:10]2[C:15]([C:16]([NH:18][C:19]3[CH:24]=[C:23]([CH3:25])[CH:22]=[C:21]([CH3:26])[CH:20]=3)=[O:17])=[CH:14][CH:13]=[CH:12][N:11]=2)[CH:5]=[CH:4][N:3]=1.[H-].[Na+].[C:29]([O:33][C:34](=[O:37])[CH2:35]Br)([CH3:32])([CH3:31])[CH3:30]>CN(C)C=O>[NH2:1][C:2]1[CH:7]=[C:6]([CH2:8][S:9][C:10]2[C:15]([C:16]([N:18]([CH2:35][C:34]([O:33][C:29]([CH3:32])([CH3:31])[CH3:30])=[O:37])[C:19]3[CH:24]=[C:23]([CH3:25])[CH:22]=[C:21]([CH3:26])[CH:20]=3)=[O:17])=[CH:14][CH:13]=[CH:12][N:11]=2)[CH:5]=[CH:4][N:3]=1 |f:1.2|. Procedure details: A solution of 2-(2-aminopyridin-4-ylmethylthio)-N-(3,5-dimethylphenyl)pyridine-3-carboxamide (the free base of Compound No. 3-1, 50 mg, 0.14 mmol) in anhydrous N,N-dimethylformamide (2 mL) was added dropwise to a suspension of 60% sodium hydride (13 mg, 0.30 mmol) in anhydrous N,N-dimethylformamide (1.0 mL) under ice-cooling, and the mixture was stirred for 5 minutes. Bromoacetic acid tert-butyl ester (22 μL, 0.15 mmol) was added to the reaction mixture, and the mixture was stirred for 30 minute... Solvent: OO (perhydrol). Procedure details: To a suspension of 3-benzylamino-4-phenylthio-5-sulphamyl-benzoic acid (0.8 g) in acetic acid (20 ml), perhydrol (1.5 ml of 30% hydrogen peroxide in water) was added while stirring. The reaction mixture was stirred for an additional 75 hours at room temperature, after which the 3-benzylamino-4-phenylsulphinyl-5-sulphamyl-benzoic acid was collected by filtration and washed with acetic acid. After recrystallization from aqueous methanol and drying, the acid had a melting point of 234°C. Starting materials: C(C1=CC=CC=C1)NC=1C=C(C(=O)O)C=C(C1SC1=CC=CC=C1)S(N)(=O)=O (3-benzylamino-4-phenylthio-5-sulphamyl-benzoic acid), C(C)(=O)O (acetic acid). As a reaction SMILES: [CH2:1]([NH:8][C:9]1[CH:10]=[C:11]([CH:15]=[C:16]([S:25](=[O:28])(=[O:27])[NH2:26])[C:17]=1[S:18][C:19]1[CH:24]=[CH:23][CH:22]=[CH:21][CH:20]=1)[C:12]([OH:14])=[O:13])[C:2]1[CH:7]=[CH:6][CH:5]=[CH:4][CH:3]=1.C(O)(=[O:31])C>OO>[CH2:1]([NH:8][C:9]1[CH:10]=[C:11]([CH:15]=[C:16]([S:25](=[O:28])(=[O:27])[NH2:26])[C:17]=1[S:18]([C:19]1[CH:20]=[CH:21][CH:22]=[CH:23][CH:24]=1)=[O:31])[C:12]([OH:14])=[O:13])[C:2]1[CH:7]=[CH:6][CH:5]=[CH:4][CH:3]=1. The product is C(C1=CC=CC=C1)NC=1C=C(C(=O)O)C=C(C1S(=O)C1=CC=CC=C1)S(N)(=O)=O (3-Benzylamino-4-phenylsulphinyl-5-sulphamyl-benzoic acid).